Dataset: the Open Reaction Database (ORD), a public repository of structured organic reaction records. Task: describe an organic reaction: reactants, conditions, products, and yield The reactants are CC(C)(C)c1cc(CCC(=O)NN)cc(C(C)(C)C)c1O, Cc1ccccc1, CC(C)CCCCCCCC=CC1CC(=O)OC1=O, O. The product is CC(C)CCCCCCCC=CC1CC(=O)N(NC(=O)CCc2cc(C(C)(C)C)c(O)c(C(C)(C)C)c2)C1=O. As a reaction SMILES: [C:20]([CH3:21])([CH3:22])([CH3:23])[c:24]1[cH:25][c:26]([CH2:35][CH2:36][C:37](=[O:38])[NH:39][NH2:40])[cH:27][c:28]([C:31]([CH3:32])([CH3:33])[CH3:34])[c:29]1[OH:30].[CH3:41][c:42]1[cH:43][cH:44][cH:45][cH:46][cH:47]1.[CH:1](=[CH:2][CH2:3][CH2:4][CH2:5][CH2:6][CH2:7][CH2:8][CH2:9][CH:10]([CH3:11])[CH3:12])[CH:13]1[C:14](=[O:15])[O:16][C:17](=[O:19])[CH2:18]1.[OH2:48]>>[CH:1](=[CH:2][CH2:3][CH2:4][CH2:5][CH2:6][CH2:7][CH2:8][CH2:9][CH:10]([CH3:11])[CH3:12])[CH:13]1[C:14](=[O:16])[N:40]([NH:39][C:37]([CH2:36][CH2:35][c:26]2[cH:25][c:24]([C:20]([CH3:21])([CH3:22])[CH3:23])[c:29]([OH:30])[c:28]([C:31]([CH3:32])([CH3:33])[CH3:34])[cH:27]2)=[O:38])[C:17](=[O:19])[CH2:18]1. Reactants: CC(C)(C)OC(=O)N1CCC(C(=O)Nc2ccc(Oc3ccc4c(c3)CCC(c3ccccc3)O4)nc2)CC1, CCOCC, Cl. The product is O=C(Nc1ccc(Oc2ccc3c(c2)CCC(c2ccccc2)O3)nc1)C1CCNCC1. Reaction SMILES: [C:1]([O:2][C:3](=[O:4])[N:8]1[CH2:9][CH2:10][CH:11]([C:14]([NH:15][c:16]2[cH:17][n:18][c:19]([O:22][c:23]3[cH:24][c:25]4[c:30]([cH:31][cH:32]3)[O:29][CH:28]([c:33]3[cH:34][cH:35][cH:36][cH:37][cH:38]3)[CH2:27][CH2:26]4)[cH:20][cH:21]2)=[O:39])[CH2:12][CH2:13]1)([CH3:5])([CH3:6])[CH3:7].[CH3:41][CH2:42][O:43][CH2:44][CH3:45].[ClH:40]>>[NH:8]1[CH2:9][CH2:10][CH:11]([C:14]([NH:15][c:16]2[cH:17][n:18][c:19]([O:22][c:23]3[cH:24][c:25]4[c:30]([cH:31][cH:32]3)[O:29][CH:28]([c:33]3[cH:34][cH:35][cH:36][cH:37][cH:38]3)[CH2:27][CH2:26]4)[cH:20][cH:21]2)=[O:39])[CH2:12][CH2:13]1. Starting materials: C(C)OC(=O)C=1OC2=C(C1)C=CC(=C2)C(CC)(C2=CC(=C(C=C2)O)C)CC (6-[1-Ethyl-1-(4-hydroxy-3-methyl-phenyl)-propyl]-benzofuran-2-carboxylic acid ethyl ester), BrCC(C(C)(C)C)=O (1-bromopinacolone), C(=O)([O-])[O-].[K+].[K+] (K2CO3). Run in CC(=O)C (acetone). Product: C(C)OC(=O)C=1OC2=C(C1)C=CC(=C2)C(CC)(CC)C2=CC(=C(C=C2)OCC(C(C)(C)C)=O)C (6-{1-[4-(3,3-Dimethyl-2-oxo-butoxy)-3-methyl-phenyl]-1-ethyl-propyl}-benzofuran-2-carboxylic acid ethyl ester). The yield is 89.9%. As a reaction SMILES: [CH2:1]([O:3][C:4]([C:6]1[O:7][C:8]2[CH:14]=[C:13]([C:15]([CH2:26][CH3:27])([C:18]3[CH:23]=[CH:22][C:21]([OH:24])=[C:20]([CH3:25])[CH:19]=3)[CH2:16][CH3:17])[CH:12]=[CH:11][C:9]=2[CH:10]=1)=[O:5])[CH3:2].Br[CH2:29][C:30](=[O:35])[C:31]([CH3:34])([CH3:33])[CH3:32].C([O-])([O-])=O.[K+].[K+]>CC(C)=O>[CH2:1]([O:3][C:4]([C:6]1[O:7][C:8]2[CH:14]=[C:13]([C:15]([C:18]3[CH:23]=[CH:22][C:21]([O:24][CH2:29][C:30](=[O:35])[C:31]([CH3:34])([CH3:33])[CH3:32])=[C:20]([CH3:25])[CH:19]=3)([CH2:26][CH3:27])[CH2:16][CH3:17])[CH:12]=[CH:11][C:9]=2[CH:10]=1)=[O:5])[CH3:2] |f:2.3.4|. Reported procedure: 6-[1-Ethyl-1-(4-hydroxy-3-methyl-phenyl)-propyl]-benzofuran-2-carboxylic acid ethyl ester (1.58 g, 4.31 mmol) and 1-bromopinacolone (1.16 g, 6.47 mmol) and K2CO3 (1.78 g, 12.9 mmol) in acetone (50 mL) are reacted analogous to Example 30-D to give the title compound (1.80 g, 90%). The reactants are COC1(OC)C2(Cl)C(Cl)=C(Cl)C1(Cl)C(O)C2O, [O-][I+3]([O-])([O-])[O-], [I-], NCc1ccccc1, [Na+], O. Yields the product COC1(OC)C2(Cl)CN(Cc3ccccc3)CC1(Cl)C(Cl)=C2Cl. Reaction SMILES: [Cl:1][C:2]12[CH:3]([OH:17])[CH:4]([OH:16])[C:5]([Cl:15])([C:6]([Cl:9])=[C:7]1[Cl:8])[C:10]2([O:11][CH3:12])[O:13][CH3:14].[I+3:18]([O-:19])([O-:20])([O-:21])[O-:22].[I-:24].[NH2:25][CH2:26][c:27]1[cH:28][cH:29][cH:30][cH:31][cH:32]1.[Na+:23].[OH2:33]>>[Cl:1][C:2]12[CH2:3][N:25]([CH2:26][c:27]3[cH:28][cH:29][cH:30][cH:31][cH:32]3)[CH2:4][C:5]([Cl:15])([C:6]([Cl:9])=[C:7]1[Cl:8])[C:10]2([O:11][CH3:12])[O:13][CH3:14]. Starting materials: O (Water), CS(=O)(=O)Cl (Methanesulfonyl chloride), FC(C1=NC2=C(N1C1=NC(=NC(=N1)N1CCNCC1)N1CC3CCC(C1)O3)C=CC=C2OC)F (3-[4-[2-(difluoromethyl)-4-methoxy-1H-benzimidazol-1-yl]-6-(1-piperazinyl)-1,3,5-triazin-2-yl]-8-oxa-3-azabicyclo[3.2.1]octane), C(=O)([O-])[O-].[K+].[K+] (K2CO3). Solvent: C(Cl)Cl (CH2Cl2). Conditions: time 3 day. The product is FC(C1=NC2=C(N1C1=NC(=NC(=N1)N1CCN(CC1)S(=O)(=O)C)N1CC3CCC(C1)O3)C=CC=C2OC)F (3-{4-[2-(difluoromethyl)-4-methoxy-1H-benzimidazol-1-yl]-6-[4-(methylsulfonyl)-1-piperazinyl]-1,3,5-triazin-2-yl}-8-oxa-3-azabicyclo[3.2.1]octane). Isolated yield 88.5%. As a reaction SMILES: [CH3:1][S:2](Cl)(=[O:4])=[O:3].[F:6][CH:7]([F:39])[C:8]1[N:12]([C:13]2[N:18]=[C:17]([N:19]3[CH2:24][CH2:23][NH:22][CH2:21][CH2:20]3)[N:16]=[C:15]([N:25]3[CH2:31][CH:30]4[O:32][CH:27]([CH2:28][CH2:29]4)[CH2:26]3)[N:14]=2)[C:11]2[CH:33]=[CH:34][CH:35]=[C:36]([O:37][CH3:38])[C:10]=2[N:9]=1.C([O-])([O-])=O.[K+].[K+].O>C(Cl)Cl>[F:39][CH:7]([F:6])[C:8]1[N:12]([C:13]2[N:18]=[C:17]([N:19]3[CH2:24][CH2:23][N:22]([S:2]([CH3:1])(=[O:4])=[O:3])[CH2:21][CH2:20]3)[N:16]=[C:15]([N:25]3[CH2:31][CH:30]4[O:32][CH:27]([CH2:28][CH2:29]4)[CH2:26]3)[N:14]=2)[C:11]2[CH:33]=[CH:34][CH:35]=[C:36]([O:37][CH3:38])[C:10]=2[N:9]=1 |f:2.3.4|. Procedure: Methanesulfonyl chloride (0.12 mL, 1.55 mmol) was added dropwise to a stirred suspension of 3-[4-[2-(difluoromethyl)-4-methoxy-1H-benzimidazol-1-yl]-6-(1-piperazinyl)-1,3,5-triazin-2-yl]-8-oxa-3-azabicyclo[3.2.1]octane (165 mg, 0.349 mmol) and powdered K2CO3 (434 mg, 3.15 mmol) in CH2Cl2 (5 mL) at 0° C. The reaction mixture was allowed to warm to room temperature and was stirred for 3 days. Water was added, the phases were separated and the aqueous phase was extracted with CH2Cl2. The combined o... Product: CC(=O)c1ccc(C)c(S(=O)(=O)Cl)c1. Starting materials: CC(=O)c1ccc(C)c(S(N)(=O)=O)c1, CC(=O)O, [Cl-], O=S=O. As a reaction SMILES: [C:1]([CH3:2])(=[O:3])[c:4]1[cH:5][cH:6][c:7]([CH3:14])[c:8]([S:10](=[O:11])(=[O:12])[NH2:13])[cH:9]1.[CH3:19][C:20](=[O:21])[OH:22].[Cl-:18].[O:15]=[S:16]=[O:17]>>[C:1]([CH3:2])(=[O:3])[c:4]1[cH:5][cH:6][c:7]([CH3:14])[c:8]([S:10](=[O:11])(=[O:12])[Cl:18])[cH:9]1. The reactants are C(C)(C)(C)C1=CC=C(C=C1)NC(C1=C(N=CC=C1)F)=O (N-(4-tert-butyl-phenyl)-2-fluoro-nicotinamide), Cl.Cl.N1CCC=2C1=NC(=CC2)CN (C-(2,3-dihydro-1H-pyrrolo[2,3-b]pyridin-6-yl)-methylamine dihydrochloride). The product is C(C)(C)(C)C1=CC=C(C=C1)NC(C1=C(N=CC=C1)NCC1=CC=C2C(=N1)NCC2)=O (N-(4-tert-Butylphenyl)-2-[(2,3-dihydro-1H-pyrrolo[2,3-b]pyridin-6-ylmethyl)amino]nicotinamide). RXN SMILES: [C:1]([C:5]1[CH:10]=[CH:9][C:8]([NH:11][C:12](=[O:20])[C:13]2[CH:18]=[CH:17][CH:16]=[N:15][C:14]=2F)=[CH:7][CH:6]=1)([CH3:4])([CH3:3])[CH3:2].Cl.Cl.[NH:23]1[C:27]2=[N:28][C:29]([CH2:32][NH2:33])=[CH:30][CH:31]=[C:26]2[CH2:25][CH2:24]1>>[C:1]([C:5]1[CH:10]=[CH:9][C:8]([NH:11][C:12](=[O:20])[C:13]2[CH:18]=[CH:17][CH:16]=[N:15][C:14]=2[NH:33][CH2:32][C:29]2[N:28]=[C:27]3[NH:23][CH2:24][CH2:25][C:26]3=[CH:31][CH:30]=2)=[CH:7][CH:6]=1)([CH3:4])([CH3:3])[CH3:2] |f:1.2.3|. Procedure details: The titled compound was prepared from N-(4-tert-butyl-phenyl)-2-fluoro-nicotinamide and C-(2,3-dihydro-1H-pyrrolo[2,3-b]pyridin-6-yl)-methylamine dihydrochloride by the method described in Step A of Example 1. MS (ES+): 402 (M+H). Calc'd. for C24H27N5O—401.51. Starting materials: CCOC(=O)N1CCC23c4c5ccc(OCc6ccccc6)c4OC2C(O)C=CC3C1C5, ClC=C(Cl)Cl, O, O=S(=O)(O)O. RXN SMILES: [CH2:1]([CH3:2])[O:3][C:4](=[O:5])[N:6]1[CH:7]2[CH:8]3[CH:9]=[CH:10][CH:11]([OH:32])[CH:12]4[C:13]3([c:14]3[c:15]([c:16]([O:21][CH2:22][c:23]5[cH:24][cH:25][cH:26][cH:27][cH:28]5)[cH:17][cH:18][c:19]3[CH2:20]2)[O:29]4)[CH2:30][CH2:31]1.[Cl:39][CH:40]=[C:41]([Cl:42])[Cl:43].[OH2:33].[S:34](=[O:35])(=[O:36])([OH:37])[OH:38]>>[CH2:1]([CH3:2])[O:3][C:4](=[O:5])[N:6]1[CH:7]2[CH:8]3[CH:9]=[CH:10][C:11](=[O:32])[CH:12]4[C:13]3([c:14]3[c:15]([c:16]([O:21][CH2:22][c:23]5[cH:24][cH:25][cH:26][cH:27][cH:28]5)[cH:17][cH:18][c:19]3[CH2:20]2)[O:29]4)[CH2:30][CH2:31]1. Product: CCOC(=O)N1CCC23c4c5ccc(OCc6ccccc6)c4OC2C(=O)C=CC3C1C5.